From a dataset of the Open Reaction Database (ORD), a public repository of structured organic reaction records. describe an organic reaction: reactants, conditions, products, and yield The reactants are NC=1C=C(OC2=CC=NC=3N=CC(NC32)=O)C=CC1 (8-(3-aminophenoxy)pyrido[2,3-b]pyrazin-2(1H)-one), FC1=C(C=C(C=C1)C(F)(F)F)N=C=O (1-fluoro-2-isocyanato-4-(trifluoromethyl)benzene). The product is FC1=C(C=C(C=C1)C(F)(F)F)NC(=O)NC1=CC(=CC=C1)OC1=CC=NC=2N=CC(NC21)=O (1-(2-fluoro-5-(trifluoromethyl)phenyl)-3-(3-(2-oxo-1,2-dihydropyrido[2,3-b]pyrazin-8-yloxy)phenyl)urea). The yield is 73.0%. As a reaction SMILES: [NH2:1][C:2]1[CH:3]=[C:4]([CH:17]=[CH:18][CH:19]=1)[O:5][C:6]1[C:15]2[NH:14][C:13](=[O:16])[CH:12]=[N:11][C:10]=2[N:9]=[CH:8][CH:7]=1.[F:20][C:21]1[CH:26]=[CH:25][C:24]([C:27]([F:30])([F:29])[F:28])=[CH:23][C:22]=1[N:31]=[C:32]=[O:33]>>[F:20][C:21]1[CH:26]=[CH:25][C:24]([C:27]([F:30])([F:29])[F:28])=[CH:23][C:22]=1[NH:31][C:32]([NH:1][C:2]1[CH:19]=[CH:18][CH:17]=[C:4]([O:5][C:6]2[C:15]3[NH:14][C:13](=[O:16])[CH:12]=[N:11][C:10]=3[N:9]=[CH:8][CH:7]=2)[CH:3]=1)=[O:33]. Reported procedure: Method F2 was used with 8-(3-aminophenoxy)pyrido[2,3-b]pyrazin-2(1H)-one and 1-fluoro-2-isocyanato-4-(trifluoromethyl)benzene to afford the title compound as a white solid (49 mg, 73%). Procedure: A 0.2 molar solution phenylalanine methyl ester in 10 milliliters of water was prepared. Toluene was added and the pH of the system adjusted to 7.0 with sodium hydroxide. Chymotrypsin in the amount of 1 milligram was added. The concentration of phenylalanine in the aqueous phase was monitored. The initial concentration was 0.05 molar and the final concentration at the end of the hydrolysis was 0.15 molar, consistent with only one isomer being extracted. RXN SMILES: [C:1]1(C)C=CC=CC=1.[OH-].[Na+].[NH2:10][C@H:11]([C:19]([OH:21])=[O:20])[CH2:12][C:13]1[CH:18]=[CH:17][CH:16]=[CH:15][CH:14]=1>O>[CH3:1][O:20][C:19](=[O:21])[C@H:11]([CH2:12][C:13]1[CH:18]=[CH:17][CH:16]=[CH:15][CH:14]=1)[NH2:10] |f:1.2|. Run in O (water). The reactants are N[C@@H](CC1=CC=CC=C1)C(=O)O (phenylalanine), C1(=CC=CC=C1)C (Toluene), [OH-].[Na+] (sodium hydroxide). The product is solution, COC([C@@H](N)CC1=CC=CC=C1)=O (phenylalanine methyl ester). Starting materials: BrC1=CC=C(C=C1)C1=C(C(=NO1)C)C1OC1 (5-(4-Bromo-phenyl)-3-methyl-4-oxiranyl-isoxazole), C(C1=CC=CC=C1)O (benzyl alcohol). Solvent: hexanes, CCO (EtOH). Product: C(C1=CC=CC=C1)OCC(O)C=1C(=NOC1C1=CC=C(C=C1)Br)C (2-Benzyloxy-1-[5-(4-bromo-phenyl)-3-methyl-isoxazol-4-yl]-ethanol). RXN SMILES: [Br:1][C:2]1[CH:7]=[CH:6][C:5]([C:8]2[O:12][N:11]=[C:10]([CH3:13])[C:9]=2[CH:14]2[CH2:16][O:15]2)=[CH:4][CH:3]=1.[CH2:17]([OH:24])[C:18]1[CH:23]=[CH:22][CH:21]=[CH:20][CH:19]=1>CCO>[CH2:17]([O:24][CH2:16][CH:14]([C:9]1[C:10]([CH3:13])=[N:11][O:12][C:8]=1[C:5]1[CH:6]=[CH:7][C:2]([Br:1])=[CH:3][CH:4]=1)[OH:15])[C:18]1[CH:23]=[CH:22][CH:21]=[CH:20][CH:19]=1. Reported procedure: Prepared according to the procedure described in Example 34, Step 4, using 5-(4-Bromo-phenyl)-3-methyl-4-oxiranyl-isoxazole and benzyl alcohol. After the reaction the material was submitted to chiral preparatory HPLC (Chiralcel AS Column, 2% EtOH in hexanes, 65 minute run). The first enantiomer off of the column is Enantiomer A. The reactants are orange oil, FC1=CC2=C(C(=NS2)C2CCNCC2)C=C1 (6-fluoro-3-(4-piperidinyl)-1,2-benzisothiazole), BrCCC(=O)OCC (ethyl 3-bromopropionate), C(=O)([O-])[O-].[K+].[K+] (K2CO3), Cl (HCl). Run in O (H2O), CCOC(=O)C (EtOAc), CC#N (CH3CN), CCOCC (Et2O). Product: Cl.FC1=CC2=C(C(=NS2)C2CCN(CC2)CCC(=O)OCC)C=C1 (Ethyl 3-[4-(6-Fluoro-1,2-benzisothiazol-3-yl)-1-piperidinyl]propionate hydrochloride). Yield: 64.0%. RXN SMILES: [F:1][C:2]1[CH:16]=[CH:15][C:5]2[C:6]([CH:9]3[CH2:14][CH2:13][NH:12][CH2:11][CH2:10]3)=[N:7][S:8][C:4]=2[CH:3]=1.Br[CH2:18][CH2:19][C:20]([O:22][CH2:23][CH3:24])=[O:21].C([O-])([O-])=O.[K+].[K+].[ClH:31]>CCOCC.CCOC(C)=O.O.CC#N>[ClH:31].[F:1][C:2]1[CH:16]=[CH:15][C:5]2[C:6]([CH:9]3[CH2:10][CH2:11][N:12]([CH2:18][CH2:19][C:20]([O:22][CH2:23][CH3:24])=[O:21])[CH2:13][CH2:14]3)=[N:7][S:8][C:4]=2[CH:3]=1 |f:2.3.4,10.11|. Reported procedure: A mixture of 6-fluoro-3-(4-piperidinyl)-1,2-benzisothiazole (6.0 g, 25 mmol), ethyl 3-bromopropionate (4.5 g, 25 mmol), K2CO3 (3.5 g) and CH3CN (100 ml) was stirred and refluxed for 16 hours. The reaction was poured into H2O, and after extractive workup with EtOAc, 6.0 g of an orange oil was realized. The oil was dissolved in Et2O and ethereal HCl was added to precipitate 6.3 g of a white hydrochloride salt. The salt was recrystallized from CH3CN to yield 6.0 g (64%) of the desired compound. An ... The reactants are CC1(C(N(N1C\C=C\C1=CC=CC=C1)C1C2CC3CC(CC1C3)C2)=O)C (4,4-dimethyl-1-[(2E)-3-phenylprop-2-en-1-yl]-2-(adamantan-2-yl)-1,2-diazetidin-3-one). Reagents/catalysts: [C].[Pd] (palladium carbon). The solvent is C(C)(=O)OCC (ethyl acetate). Reaction conditions: time 1 hour. Product: CC1(C(N(N1CCCC1=CC=CC=C1)C1C2CC3CC(CC1C3)C2)=O)C (4,4-dimethyl-1-(3-phenylpropyl)-2-(adamantan-2-yl)-1,2-diazetidin-3-one). Isolated yield 80.2%. RXN SMILES: [CH3:1][C:2]1([CH3:26])[N:5]([CH2:6]/[CH:7]=[CH:8]/[C:9]2[CH:14]=[CH:13][CH:12]=[CH:11][CH:10]=2)[N:4]([CH:15]2[CH:22]3[CH2:23][CH:18]4[CH2:19][CH:20]([CH2:24][CH:16]2[CH2:17]4)[CH2:21]3)[C:3]1=[O:25]>C(OCC)(=O)C.[C].[Pd]>[CH3:1][C:2]1([CH3:26])[N:5]([CH2:6][CH2:7][CH2:8][C:9]2[CH:14]=[CH:13][CH:12]=[CH:11][CH:10]=2)[N:4]([CH:15]2[CH:22]3[CH2:23][CH:18]4[CH2:19][CH:20]([CH2:24][CH:16]2[CH2:17]4)[CH2:21]3)[C:3]1=[O:25] |f:2.3|. Procedure details: A solution of 4,4-dimethyl-1-[(2E)-3-phenylprop-2-en-1-yl]-2-(adamantan-2-yl)-1,2-diazetidin-3-one (30.0 mg, 0.0860 mmol) prepared in Example 260 in ethyl acetate (2 mL) was added with 10% palladium carbon (catalyst amount), and under a hydrogen atmosphere the resultant was stirred at room temperature for 1 hour. The reaction solution was filtered using celite, concentrated in vacuo, and the title compound (24.3 mg, 80.2%) was obtained as a colorless oil. The reactants are NCC1OC2=C(C=CC=C2CC1)OC (2-aminomethyl-8-methoxychroman), C1(CCCCCC1)C(=O)Cl (cycloheptanecarbonyl chloride). The product is COC=1C=CC=C2CCC(OC12)CNC(=O)C1CCCCCC1 (N-(8-Methoxy-chroman-2-yl)methyl-cycloheptanecarboxamide). RXN SMILES: [NH2:1][CH2:2][CH:3]1[CH2:12][CH2:11][C:10]2[C:5](=[C:6]([O:13][CH3:14])[CH:7]=[CH:8][CH:9]=2)[O:4]1.[CH:15]1([C:22](Cl)=[O:23])[CH2:21][CH2:20][CH2:19][CH2:18][CH2:17][CH2:16]1>>[CH3:14][O:13][C:6]1[CH:7]=[CH:8][CH:9]=[C:10]2[C:5]=1[O:4][CH:3]([CH2:2][NH:1][C:22]([CH:15]1[CH2:21][CH2:20][CH2:19][CH2:18][CH2:17][CH2:16]1)=[O:23])[CH2:12][CH2:11]2. Procedure: The title compound is prepared analogously to the instructions of Example XII from 2-aminomethyl-8-methoxychroman and cycloheptanecarbonyl chloride, and is further reacted directly.